From a dataset of the Open Reaction Database (ORD), a public repository of structured organic reaction records. describe an organic reaction: reactants, conditions, products, and yield Starting materials: FC1=C(C=C(C(=C1)F)C1=CC2=C(N=C(N=C2)NC)N=C1)NC(=O)NCCC(C)(C)C (1-(2,4-difluoro-5-(2-(methylamino)pyrido[2,3-d]pyrimidin-6-yl)phenyl)-3-(3,3-dimethylbutyl)urea), CS(=O)(=O)O (methanesulfonic acid). Run in CO (MeOH). Yields the product CS(=O)(=O)O.FC1=C(C=C(C(=C1)F)C1=CC2=C(N=C(N=C2)NC)N=C1)NC(=O)NCCC(C)(C)C (1-(2,4-Difluoro-5-(2-(methylamino)pyrido[2,3-d]pyrimidin-6-yl)phenyl)-3-(3,3-dimethylbutyl)urea methanesulfonate). The yield is 185.0%. Reaction SMILES: [F:1][C:2]1[CH:7]=[C:6]([F:8])[C:5]([C:9]2[CH:20]=[N:19][C:12]3[N:13]=[C:14]([NH:17][CH3:18])[N:15]=[CH:16][C:11]=3[CH:10]=2)=[CH:4][C:3]=1[NH:21][C:22]([NH:24][CH2:25][CH2:26][C:27]([CH3:30])([CH3:29])[CH3:28])=[O:23].[CH3:31][S:32]([OH:35])(=[O:34])=[O:33]>CO>[CH3:31][S:32]([OH:35])(=[O:34])=[O:33].[F:1][C:2]1[CH:7]=[C:6]([F:8])[C:5]([C:9]2[CH:20]=[N:19][C:12]3[N:13]=[C:14]([NH:17][CH3:18])[N:15]=[CH:16][C:11]=3[CH:10]=2)=[CH:4][C:3]=1[NH:21][C:22]([NH:24][CH2:25][CH2:26][C:27]([CH3:30])([CH3:29])[CH3:28])=[O:23] |f:3.4|. Procedure details: Treat a solution of 1-(2,4-difluoro-5-(2-(methylamino)pyrido[2,3-d]pyrimidin-6-yl)phenyl)-3-(3,3-dimethylbutyl)urea (0.030 g, 0.072 mmol) in hot MeOH (5 mL) with methanesulfonic acid (0.072 mL, 0.072 mmol) and cool to RT. Concentrate the mixture to dryness, treat with 1:1 MeCN/H2O (4 mL), freeze and lyophilize to afford the title compound as a pale yellow solid (68 mg, 178%, excess MeSO3H). MS (m/z): 415.2 (M+1).